From a dataset of the Open Reaction Database (ORD), a public repository of structured organic reaction records. describe an organic reaction: reactants, conditions, products, and yield Starting materials: O=[N+]([O-])c1ccc(CBr)cc1, O=Cc1c[nH]c2ccccc12. Product: O=Cc1cn(Cc2ccc([N+](=O)[O-])cc2)c2ccccc12. RXN SMILES: [O-:1][N+:2](=[O:3])[c:4]1[cH:5][cH:6][c:7]([CH2:8][Br:9])[cH:10][cH:11]1.[nH:12]1[cH:13][c:14]([CH:21]=[O:22])[c:15]2[cH:16][cH:17][cH:18][cH:19][c:20]12>>[O-:1][N+:2](=[O:3])[c:4]1[cH:5][cH:6][c:7]([CH2:8][n:12]2[cH:13][c:14]([CH:21]=[O:22])[c:15]3[cH:16][cH:17][cH:18][cH:19][c:20]23)[cH:10][cH:11]1. The reactants are C(CC)C1CS(OC1=O)(=O)=O (4-n-propyl-1,2-oxathiolane-5-one 2,2-dioxide), C(C(=C)C)(=O)OCC(C)O (β-hydroxypropyl methacrylate), CC(COC(=O)C(=C)C)OC(=O)C1=C(C(=CC=C1)S(=O)(=O)O)C(=O)O (methacryloxyisopropyl acid sulfophthalate). Run in C1(=CC=CC=C1)C (toluene). Product: S(=O)(=O)(O)CC(C(=O)OC(C)(C)OC(C(=C)C)=O)CCC (methacryloxyisopropyl 2-(sulfomethyl)-pentanoate). Reaction SMILES: [CH2:1]([CH:4]1[C:8](=[O:9])[O:7][S:6](=[O:11])(=[O:10])[CH2:5]1)[CH2:2][CH3:3].C(OCC(O)C)(=[O:16])C(C)=C.[CH3:22][CH:23]([O:31][C:32]([C:34]1[CH:39]=CC=C(S(O)(=O)=O)[C:35]=1C(O)=O)=[O:33])[CH2:24]OC(C(C)=C)=O>C1(C)C=CC=CC=1>[S:6]([CH2:5][CH:4]([CH2:1][CH2:2][CH3:3])[C:8]([O:7][C:23]([O:31][C:32](=[O:33])[C:34]([CH3:39])=[CH2:35])([CH3:24])[CH3:22])=[O:9])([OH:11])(=[O:16])=[O:10]. Procedure details: 178 g. of 4-n-propyl-1,2-oxathiolane-5-one 2,2-dioxide and β-hydroxypropyl methacrylate are reacted in toluene as described in procedure (7) (a) above to produce methacryloxyisopropyl 2-(sulfomethyl)-pentanoate. Starting materials: N1(C=NC=C1)C1=CC=2C=3N(C(NC2C=C1[N+](=O)[O-])=O)NC(N3)=O (9-imidazol-1-yl-8-nitro-2,3,5,6-tetrahydro-[1,2,4]triazolo[1,5-c]quinazoline-2,5-dione). Run in CN(C)C=O (DMF). Product: N1(C=NC=C1)C1=CC=2C=3N(C(NC2C=C1[N+](=O)[O-])=O)C(NN3)=O (9-imidazol-1-yl-8-nitro-2,3,5,6-tetrahydro-[1,2,4]triazolo[4,3-c]quinazoline-3,5-dione). Isolated yield 83.8%. Reaction SMILES: [N:1]1([C:6]2[C:15]([N+:16]([O-:18])=[O:17])=[CH:14][C:13]3[NH:12][C:11](=[O:19])[N:10]4[NH:20][C:21](=[O:23])[N:22]=[C:9]4[C:8]=3[CH:7]=2)[CH:5]=[CH:4][N:3]=[CH:2]1>CN(C=O)C>[N:1]1([C:6]2[C:15]([N+:16]([O-:18])=[O:17])=[CH:14][C:13]3[NH:12][C:11](=[O:19])[N:22]4[C:21](=[O:23])[NH:20][N:10]=[C:9]4[C:8]=3[CH:7]=2)[CH:5]=[CH:4][N:3]=[CH:2]1. Reported procedure: A solution of 100 mg (0.32 mmol) of 9-imidazol-1-yl-8-nitro-2,3,5,6-tetrahydro-[1,2,4]triazolo[1,5-c]quinazoline-2,5-dione and 10 ml of DMF was heated to 80° C. for 30 min. and subsequently concentrated to dryness. After trituration with acetone the residue was filtered off under suction. There were obtained 84 mg (84%) of 9-imidazol-1-yl-8-nitro-2,3,5,6-tetrahydro-[1,2,4]triazolo[4,3-c]quinazoline-3,5-dione. Starting materials: COC=1C=C(C(=O)N2C3=C(CC4=C(C2)C=CC=C4)C=CC=C3)C=CC1N (5-(3-methoxy-4-aminobenzoyl)-6,11-dihydro-5H-dibenz[b,e]azepine), C(C)(C)N(C(C)C)CC (N,N-diisopropylethylamine), CC1=C(C(=O)Cl)C=CC=C1 (2-methylbenzoyl chloride). The solvent is C(Cl)Cl (methylene chloride). Run at time 18 hour. The product is C1=CC=CC=2N(CC3=C(CC21)C=CC=C3)C(=O)C3=CC(=C(C=C3)NC(C3=C(C=CC=C3)C)=O)OC (N-[4-[(6,11-Dihydro-5H-dibenz[b,e]azepin-5-yl)-carbonyl]-2-methoxyphenyl]-2-methylbenzamide). The yield is 94.6%. RXN SMILES: [CH3:1][O:2][C:3]1[CH:4]=[C:5]([CH:23]=[CH:24][C:25]=1[NH2:26])[C:6]([N:8]1[CH2:14][C:13]2[CH:15]=[CH:16][CH:17]=[CH:18][C:12]=2[CH2:11][C:10]2[CH:19]=[CH:20][CH:21]=[CH:22][C:9]1=2)=[O:7].C(N(CC)C(C)C)(C)C.[CH3:36][C:37]1[CH:45]=[CH:44][CH:43]=[CH:42][C:38]=1[C:39](Cl)=[O:40]>C(Cl)Cl>[CH:19]1[C:10]2[CH2:11][C:12]3[CH:18]=[CH:17][CH:16]=[CH:15][C:13]=3[CH2:14][N:8]([C:6]([C:5]3[CH:23]=[CH:24][C:25]([NH:26][C:39](=[O:40])[C:38]4[CH:42]=[CH:43][CH:44]=[CH:45][C:37]=4[CH3:36])=[C:3]([O:2][CH3:1])[CH:4]=3)=[O:7])[C:9]=2[CH:22]=[CH:21][CH:20]=1. Reported procedure: A mixture of 1.0 g of 5-(3-methoxy-4-aminobenzoyl)-6,11-dihydro-5H-dibenz[b,e]azepine, 0.47 g of N,N-diisopropylethylamine and 0.56 g of 2-methylbenzoyl chloride in 25 ml of methylene chloride is stirred at room temperature for 18 hours. The reaction mixture is washed with water and saturated NaHCO3, dried (Na2SO4) and passed through a short pad of hydrous magnesium silicate. Hexane is added at the boil to give 1.27 g of the desired product as a crystalline solid, m.p. 209°-210 ° C. Reactants: C(#N)C1C(C1)C(=O)N(C)OC (2-Cyano-N-methoxy-N-methylcyclopropanecarboxamide), solution, C(CCC)[Li] (n-butyllithium), BrC1=C(C=C(C=C1)C(F)(F)F)F (1-bromo-2-fluoro-4-(trifluoromethyl)benzene). Solvent: ClCCl (dichloromethane), C1CCOC1 (THF), CCCCCC (hexane), C1CCOC1 (THF). Reaction conditions: time 0.5 hour. Product: FC1=C(C(=O)C2C(C2)C#N)C=CC(=C1)C(F)(F)F (2-[2-Fluoro-4-(trifluoromethyl)benzoyl]cyclopropanecarbonitrile). As a reaction SMILES: C([Li])CCC.Br[C:7]1[CH:12]=[CH:11][C:10]([C:13]([F:16])([F:15])[F:14])=[CH:9][C:8]=1[F:17].[C:18]([CH:20]1[CH2:22][CH:21]1[C:23](N(OC)C)=[O:24])#[N:19]>CCCCCC.C1COCC1.ClCCl>[F:17][C:8]1[CH:9]=[C:10]([C:13]([F:16])([F:15])[F:14])[CH:11]=[CH:12][C:7]=1[C:23]([CH:21]1[CH2:22][CH:20]1[C:18]#[N:19])=[O:24]. Reported procedure: 2.6 ml (4.12 mmol) of a 1.6N solution of n-butyllithium in hexane were added dropwise to a solution of 1.00 g (4.12 mmol) of 1-bromo-2-fluoro-4-(trifluoromethyl)benzene in 8 ml of THF at −78° C., and the mixture was stirred for 0.5 h. Then, at −78° C., a solution of 423 mg (2.74 mmol) of the compound from Example 73A in 2 ml of THF was added, and the mixture was allowed to warm to RT and was stirred at RT for 2 h. It was diluted with dichloromethane, and the organic phase was washed with water a... Starting materials: O (Water), FC(C(=O)O)(F)F (Trifluoroacetic acid), C(C)(C)(C)OC(N(C)CCONC(=O)C1=C(C(=C(C=C1)F)F)NC1=C(C=C(C=C1)I)C)=O ([2-({1-[3,4-difluoro-2-(4-iodo-2-methyl-phenylamino)-phenyl]-methanoyl}-aminooxy)-ethyl]-methyl-carbamic acid tert-butyl ester), resultant solution, C([O-])(O)=O.[Na+] (sodium bicarbonate). Solvent: CCOCC (ether), ClCCl (dichlormethane). Conditions: time 30 minute. Product: FC=1C(=C(C(=O)NOCCNC)C=CC1F)NC1=C(C=C(C=C1)I)C (3,4-difluoro-2-(4-iodo-2-methyl-phenylamino)-N-(2-methylamino-ethoxy)-benzamide). Isolated yield 45.4%. RXN SMILES: FC(F)(F)C(O)=O.C(O[C:13](=O)[N:14]([CH2:16][CH2:17][O:18][NH:19][C:20]([C:22]1[CH:27]=[CH:26][C:25]([F:28])=[C:24]([F:29])[C:23]=1[NH:30][C:31]1[CH:36]=[CH:35][C:34]([I:37])=[CH:33][C:32]=1[CH3:38])=[O:21])C)(C)(C)C.O.C(=O)(O)[O-].[Na+]>ClCCl.CCOCC>[F:29][C:24]1[C:23]([NH:30][C:31]2[CH:36]=[CH:35][C:34]([I:37])=[CH:33][C:32]=2[CH3:38])=[C:22]([CH:27]=[CH:26][C:25]=1[F:28])[C:20]([NH:19][O:18][CH2:17][CH2:16][NH:14][CH3:13])=[O:21] |f:3.4|. Procedure details: Trifluoroacetic acid (3.0 mL, 39 mmol) was added to a 0° C. solution of [2-({1-[3,4-difluoro-2-(4-iodo-2-methyl-phenylamino)-phenyl]-methanoyl}-aminooxy)-ethyl]-methyl-carbamic acid tert-butyl ester (0.75 g, 1.3 mmol) in dichlormethane (12 mL). The resultant solution was stirred 2.5 h at 0° C. and diluted with ether (50 mL). Water (20 mL) was added and, with vigorous stirring, the pH of the aqueous layer was adjusted to pH 8 with saturated aqueous sodium bicarbonate. The heterogeneous mixture wa... Reactants: CC1([C@@H](N2[C@H](S1)[C@@H](C2=O)NC(=O)CC=3C=CC=CC3)C(=O)[O-])C.[K+].C[C@H]1[C@@]([C@H]([C@@H](O1)O[C@@H]2[C@H]([C@@H]([C@H]([C@@H]([C@H]2O)O)NC(=N)N)O)NC(=N)N)O[C@H]3[C@H]([C@@H]([C@H]([C@@H](O3)CO)O)O)NC)(C=O)O (penicillin streptomycin), CC1([C@@H](N2[C@H](S1)[C@@H](C2=O)NC(=O)CC=3C=CC=CC3)C(=O)[O-])C.[K+].C[C@H]1[C@@]([C@H]([C@@H](O1)O[C@@H]2[C@H]([C@@H]([C@H]([C@@H]([C@H]2O)O)NC(=N)N)O)NC(=N)N)O[C@H]3[C@H]([C@@H]([C@H]([C@@H](O3)CO)O)O)NC)(C=O)O (penicillin streptomycin), C(=O)=O (CO2), N[C@@H](CCC(N)=O)C(=O)O (L-glutamine), C(=O)=O (CO2). Run in CS(=O)C (DMSO). Conditions: time 2.5 day. The product is CC(=C)[C@H]1CN[C@@H]([C@H]1CC(=O)O)C(=O)O (Kainate). As a reaction SMILES: CC1(C)S[C@@H:5]2[C@H:7]([NH:10][C:11]([CH2:13][C:14]3[CH:15]=CC=C[CH:19]=3)=O)[C:8](=[O:9])N2[C@H]1C([O-])=O.[K+].C[C@@H]1[O:30][C@@H:29]([O:31][C@H]2[C@H](O)[C@@H](O)[C@H](NC(N)=N)[C@@H](O)[C@@H]2NC(N)=N)[C@H:28](O[C@@H]2O[C@@H](CO)[C@H](O)[C@@H](O)[C@@H]2NC)[C@@]1(O)C=O.N[C@H](C(O)=O)CCC(=[O:71])N.C(=O)=O>CS(C)=O>[CH3:15][C:14]([C@@H:13]1[C@H:5]([CH2:28][C:29]([OH:31])=[O:30])[C@@H:7]([C:8]([OH:9])=[O:71])[NH:10][CH2:11]1)=[CH2:19] |f:0.1.2|. Reported procedure: Cortical neurons were prepared from embryonic day 18 Sprague-Dawley rats. After the cortices had been removed from the brain, isolated cells were plated onto Poly d-Lysine (PDL) (P0899, Sigma)-coated 48 well plates (150687, NUNC) at a density of 2×105 cell per well using Neurobasal Medium (NB) (21103-049, Gibco) with B27 supplement (17504-044, Gibco), penicillin/streptomycin (15140, Gibco) and 1 mM L-glutamine (25030, Gibco). The cell culture was incubated at 37° C. in a humidified atmosphere of...